This data is from the Open Reaction Database (ORD), a public repository of structured organic reaction records. The task is: describe an organic reaction: reactants, conditions, products, and yield Starting materials: CCOC(=O)c1c(Br)c(Br)n(Cc2ccc(F)cc2)c1CBr, C1CCOC1, CCOC(=O)CNS(=O)(=O)c1ccc(C)cc1, [H-], [Na+]. Yields the product CCOC(=O)CN(Cc1c(C(=O)OCC)c(Br)c(Br)n1Cc1ccc(F)cc1)S(=O)(=O)c1ccc(C)cc1. Reaction SMILES: [Br:1][c:2]1[c:3]([C:18](=[O:19])[O:20][CH2:21][CH3:22])[c:4]([CH2:16][Br:17])[n:5]([CH2:8][c:9]2[cH:10][cH:11][c:12]([F:15])[cH:13][cH:14]2)[c:6]1[Br:7].[CH2:42]1[O:43][CH2:44][CH2:45][CH2:46]1.[CH3:23][c:24]1[cH:25][cH:26][c:27]([S:30](=[O:31])(=[O:32])[NH:33][CH2:34][C:35](=[O:36])[O:37][CH2:38][CH3:39])[cH:28][cH:29]1.[H-:41].[Na+:40]>>[Br:1][c:2]1[c:3]([C:18](=[O:19])[O:20][CH2:21][CH3:22])[c:4]([CH2:16][N:33]([S:30]([c:27]2[cH:26][cH:25][c:24]([CH3:23])[cH:29][cH:28]2)(=[O:31])=[O:32])[CH2:34][C:35](=[O:36])[O:37][CH2:38][CH3:39])[n:5]([CH2:8][c:9]2[cH:10][cH:11][c:12]([F:15])[cH:13][cH:14]2)[c:6]1[Br:7]. Starting materials: COCC(OC1CCCCO1)c1ccc(Br)nc1, [Li]CCCC, CCCC[Mg+], CCCCCC, CN(C)C=O, [Cl-], [Cl-], [NH4+], C1CCOC1, C1CCOC1. The product is COCC(OC1CCCCO1)c1ccc(C=O)nc1. As a reaction SMILES: [Br:23][c:24]1[n:25][cH:26][c:27]([CH:30]([CH2:31][O:32][CH3:33])[O:34][CH:35]2[O:36][CH2:37][CH2:38][CH2:39][CH2:40]2)[cH:28][cH:29]1.[CH2:18]([Li:19])[CH2:20][CH2:21][CH3:22].[CH2:7]([Mg+:8])[CH2:9][CH2:10][CH3:11].[CH3:12][CH2:13][CH2:14][CH2:15][CH2:16][CH3:17].[CH3:48][N:49]([CH3:50])[CH:51]=[O:52].[Cl-:41].[Cl-:6].[NH4+:42].[O:1]1[CH2:2][CH2:5][CH2:4][CH2:3]1.[O:43]1[CH2:44][CH2:45][CH2:46][CH2:47]1>>[O:1]=[CH:2][c:24]1[n:25][cH:26][c:27]([CH:30]([CH2:31][O:32][CH3:33])[O:34][CH:35]2[O:36][CH2:37][CH2:38][CH2:39][CH2:40]2)[cH:28][cH:29]1. Reactants: FC=1C=C(C=CC1)B(O)O (3-fluorophenylboronic acid), C([O-])([O-])=O.[Na+].[Na+] (sodium carbonate), ClC1=C(C=C2C(=N1)SC=C2)[C@H](C)N2C(C1=CC=CC=C1C2=O)=O ((S)-2-(1-(6-chlorothieno[2,3-b]pyridin-5-yl)ethyl)isoindoline-1,3-dione). The reagents and catalysts are C=1C=CC(=CC1)[P](C=2C=CC=CC2)(C=3C=CC=CC3)[Pd]([P](C=4C=CC=CC4)(C=5C=CC=CC5)C=6C=CC=CC6)([P](C=7C=CC=CC7)(C=8C=CC=CC8)C=9C=CC=CC9)[P](C=1C=CC=CC1)(C=1C=CC=CC1)C=1C=CC=CC1 (tetrakistriphenylphosphinepalladium(0)). Solvent: ClCCl (Dichloromethane). Reaction conditions: temperature 90 celsius. Yields the product FC=1C=C(C=CC1)C1=C(C=C2C(=N1)SC=C2)[C@H](C)NC(=O)C2=C(C(=O)O)C=CC=C2 (2-(((S)-1-(6-(3-fluorophenyl)thieno[2,3-b]pyridin-5-yl)ethyl)carbamoyl)benzoic acid). Reaction SMILES: [F:1][C:2]1[CH:3]=[C:4](B(O)O)[CH:5]=[CH:6][CH:7]=1.[C:11](=[O:14])([O-])[O-:12].[Na+].[Na+].Cl[C:18]1[N:23]=[C:22]2[S:24][CH:25]=[CH:26][C:21]2=[CH:20][C:19]=1[C@@H:27]([N:29]1C(=O)[C:36]2[C:31](=[CH:32][CH:33]=[CH:34][CH:35]=2)[C:30]1=[O:39])[CH3:28]>C1C=CC([P]([Pd]([P](C2C=CC=CC=2)(C2C=CC=CC=2)C2C=CC=CC=2)([P](C2C=CC=CC=2)(C2C=CC=CC=2)C2C=CC=CC=2)[P](C2C=CC=CC=2)(C2C=CC=CC=2)C2C=CC=CC=2)(C2C=CC=CC=2)C2C=CC=CC=2)=CC=1.ClCCl>[F:1][C:2]1[CH:3]=[C:4]([C:18]2[N:23]=[C:22]3[S:24][CH:25]=[CH:26][C:21]3=[CH:20][C:19]=2[C@@H:27]([NH:29][C:30]([C:31]2[CH:36]=[CH:35][CH:34]=[CH:33][C:32]=2[C:11]([OH:12])=[O:14])=[O:39])[CH3:28])[CH:5]=[CH:6][CH:7]=1 |f:1.2.3,^1:43,45,64,83|. Procedure: In a 25 mL round-bottomed reaction flask was combined tetrakistriphenylphosphinepalladium(0) (25 mg, 22 μmol), 3-fluorophenylboronic acid (67 mg, 481 μmol), sodium carbonate (232 mg, 2188 μmol), and (S)-2-(1-(6-chlorothieno[2,3-b]pyridin-5-yl)ethyl)isoindoline-1,3-dione (150 mg, 438 μmol). The reaction flask was flushed with nitrogen before the addition of 4 mL of 3:1 acetonitrile:water. The reaction was heated to 90° C. for three days, after which time the reaction was not complete. The reactio... Starting materials: c1ccc(COc2ccc3c(c2)cn2[n+]3CCC2)cc1, CO, [Cl-]. Yields the product [Cl-], Oc1ccc2c(c1)cn1[n+]2CCC1. As a reaction SMILES: [CH2:2]([c:3]1[cH:4][cH:5][cH:6][cH:7][cH:8]1)[O:9][c:10]1[cH:11][c:12]2[cH:13][n:14]3[n+:15]([c:16]2[cH:17][cH:18]1)[CH2:19][CH2:20][CH2:21]3.[CH3:22][OH:23].[Cl-:1]>>[Cl-:1].[OH:9][c:10]1[cH:11][c:12]2[cH:13][n:14]3[n+:15]([c:16]2[cH:17][cH:18]1)[CH2:19][CH2:20][CH2:21]3. Reactants: C(C)OC(CN1C(C(C2=CC=CC=C12)(NC(=O)NC1=CC=C(C=C1)[N+](=O)[O-])CC(=O)NC1=CC=C(C=C1)C)=O)OCC ((RS)-1-(2,2-diethoxyethyl)-3-((4-methylphenyl)aminocarbonylmethyl)-3-(N'-(4-nitrophenyl)ureido)indolin-2-one). The reagents and catalysts are [Pd] (Pd/C). Run in C(C)O (ethanol). Reaction conditions: time 12 hour. Yields the product NC1=CC=C(C=C1)NC(NC1(C(N(C2=CC=CC=C12)CC(OCC)OCC)=O)CC(=O)NC1=CC=C(C=C1)C)=O ((RS)-3-(N'-(4-Aminophenyl)ureido)-1-(2,2-diethoxyethyl)-3-((4-methylphenyl)aminocarbonylmethyl)indolin-2-one). The yield is 56.2%. As a reaction SMILES: [CH2:1]([O:3][CH:4]([O:40][CH2:41][CH3:42])[CH2:5][N:6]1[C:14]2[C:9](=[CH:10][CH:11]=[CH:12][CH:13]=2)[C:8]([CH2:28][C:29]([NH:31][C:32]2[CH:37]=[CH:36][C:35]([CH3:38])=[CH:34][CH:33]=2)=[O:30])([NH:15][C:16]([NH:18][C:19]2[CH:24]=[CH:23][C:22]([N+:25]([O-])=O)=[CH:21][CH:20]=2)=[O:17])[C:7]1=[O:39])[CH3:2]>C(O)C.[Pd]>[NH2:25][C:22]1[CH:21]=[CH:20][C:19]([NH:18][C:16](=[O:17])[NH:15][C:8]2([CH2:28][C:29]([NH:31][C:32]3[CH:33]=[CH:34][C:35]([CH3:38])=[CH:36][CH:37]=3)=[O:30])[C:9]3[C:14](=[CH:13][CH:12]=[CH:11][CH:10]=3)[N:6]([CH2:5][CH:4]([O:40][CH2:41][CH3:42])[O:3][CH2:1][CH3:2])[C:7]2=[O:39])=[CH:24][CH:23]=1. Procedure: A suspension of 0.62 g of (RS)-1-(2,2-diethoxyethyl)-3-((4-methylphenyl)aminocarbonylmethyl)-3-(N'-(4-nitrophenyl)ureido)indolin-2-one and 20 mg of 5% Pd/C in 100 ml of ethanol was stirred at room temperature for 12 hours under a hydrogen atmosphere. The reaction mixture was filtered through Cerite, and the filtrate was concentrated. The residue was purified by silica gel column chromatography (hexane/ethyl acetate=1/1) to give 0.33 g (57%) of the title compound. Reactants: COc1ccc2nc(Cl)sc2c1Br, O=C([O-])O, CN1CCCC1=O, CCN(C(C)C)C(C)C, Cl, NC1CCCCC1O, [Na+]. The product is COc1ccc2nc(NC3CCCCC3O)sc2c1Br. RXN SMILES: [Br:1][c:2]1[c:3]([O:12][CH3:13])[cH:4][cH:5][c:6]2[n:7][c:8]([Cl:11])[s:9][c:10]12.[C:39](=[O:40])([OH:41])[O-:42].[CH3:32][N:33]1[CH2:34][CH2:35][CH2:36][C:37]1=[O:38].[CH:23]([N:24]([CH2:25][CH3:26])[CH:27]([CH3:28])[CH3:29])([CH3:30])[CH3:31].[ClH:14].[NH2:15][CH:16]1[CH:17]([OH:22])[CH2:18][CH2:19][CH2:20][CH2:21]1.[Na+:43]>>[Br:1][c:2]1[c:3]([O:12][CH3:13])[cH:4][cH:5][c:6]2[n:7][c:8]([NH:15][CH:16]3[CH:17]([OH:22])[CH2:18][CH2:19][CH2:20][CH2:21]3)[s:9][c:10]12. Starting materials: C(C)(C)(C)OC(=O)N1[C@H](C(=O)O)CC(C1)=C (1-(tert-butoxycarbonyl)-4-methyleneproline), C1(=CC=C(C=C1)C(=O)Cl)C1=CC=CC=C1 ([1,1′-biphenyl]-4-carbonyl chloride), O1C(=CC=C1)CN (2-furylmethylamine). Product: C1(=CC=C(C=C1)C(=O)N1[C@@H](CC(C1)=C)C(=O)NCC=1OC=CC1)C1=CC=CC=C1 ((2S)-1-([1,1′-biphenyl]-4-ylcarbonyl)-N-(2-furylmethyl)-4-methylene-2-pyrrolidinecarboxamide). RXN SMILES: C(O[C:6]([N:8]1[CH2:15][C:14](=[CH2:16])[CH2:13][C@H:9]1[C:10]([OH:12])=O)=[O:7])(C)(C)C.[C:17]1([C:26]2[CH:31]=[CH:30][CH:29]=[CH:28][CH:27]=2)[CH:22]=[CH:21][C:20](C(Cl)=O)=[CH:19][CH:18]=1.[O:32]1[CH:36]=[CH:35][CH:34]=[C:33]1[CH2:37][NH2:38]>>[C:26]1([C:17]2[CH:18]=[CH:19][CH:20]=[CH:21][CH:22]=2)[CH:27]=[CH:28][C:29]([C:6]([N:8]2[CH2:15][C:14](=[CH2:16])[CH2:13][C@H:9]2[C:10]([NH:38][CH2:37][C:33]2[O:32][CH:36]=[CH:35][CH:34]=2)=[O:12])=[O:7])=[CH:30][CH:31]=1. Procedure details: Following the general method as outlined in Example 22, starting from 1-(tert-butoxycarbonyl)-4-methyleneproline, [1,1′-biphenyl]-4-carbonyl chloride, and 2-furylmethylamine the title compound was obtained in 94% purity by LC/MS. MS(ESI+): m/z=387.2.